From a dataset of the Open Reaction Database (ORD), a public repository of structured organic reaction records. describe an organic reaction: reactants, conditions, products, and yield Starting materials: CCO, Cl, [Fe], CCOC(=O)COc1cccc([N+](=O)[O-])c1. Product: CCOC(=O)COc1cccc(N)c1. RXN SMILES: [CH3:18][CH2:19][OH:20].[ClH:17].[Fe:21].[N+:1]([O-:2])(=[O:3])[c:4]1[cH:5][c:6]([O:7][CH2:8][C:9](=[O:10])[O:11][CH2:12][CH3:13])[cH:14][cH:15][cH:16]1>>[NH2:1][c:4]1[cH:5][c:6]([O:7][CH2:8][C:9](=[O:10])[O:11][CH2:12][CH3:13])[cH:14][cH:15][cH:16]1. Starting materials: C(CCCC=C)(=O)O (5-hexenoic acid), C(C)(C)(C)O (t-butyl alcohol), C1CCC(CC1)N=C=NC2CCCCC2 (DCC). The reagents and catalysts are CN(C)C=1C=CN=CC1 (DMAP). Solvent: C(Cl)Cl (DCM). Reaction conditions: time 8 hour. Product: C(CCCC=C)(=O)OC(C)(C)C (tert-Butyl Hex-5-enoate). Yield: 46.5%. RXN SMILES: [C:1]([OH:8])(=[O:7])[CH2:2][CH2:3][CH2:4][CH:5]=[CH2:6].[C:9](O)([CH3:12])([CH3:11])[CH3:10].C1CCC(N=C=NC2CCCCC2)CC1>CN(C1C=CN=CC=1)C.C(Cl)Cl>[C:1]([O:8][C:9]([CH3:12])([CH3:11])[CH3:10])(=[O:7])[CH2:2][CH2:3][CH2:4][CH:5]=[CH2:6]. Procedure details: To a stirred solution of 5-hexenoic acid q-1 (6.00 g, 52.6 mmol), t-butyl alcohol (72.2 mL, 735.84 mmol) and DMAP (1.28 g, 10.51 mmol) in DCM (150 mL) at −10° C. was added DCC (16.26 g, 78.84 mmol). After stirring at room temperature overnight, solid was filtered off. The filtrate was evaporated under reduced pressure to give a crude oil, which was purified by chromatography (Biotage; 65i). Elution with a gradient of EtOAc/Hexane from 5/95 to 10/90 yielded 4.16 g (46.53%) of t-butyl ester q-2, w... The reactants are FC=1C=CC(=NC1C1=CC=CC=C1)C(=O)NC=1C=NN(C1N1CC[C@@H](CCC1)NC(OCC1=CC=CC=C1)=O)C ((R)-benzyl 1-(4-(5-fluoro-6-phenylpicolinamido)-1-methyl-1H-pyrazol-5-yl)azepan-4-ylcarbamate), C1=CCC=CC1 (1,4-cyclohexadiene). The reagents and catalysts are [Pd] (Pd/C). Solvent: C(C)O (ethanol). Reaction conditions: temperature 95 celsius, time 2 hour. The product is N[C@H]1CCN(CCC1)C1=C(C=NN1C)NC(C1=NC(=C(C=C1)F)C1=CC=CC=C1)=O ((R)—N-(5-(4-aminoazepan-1-yl)-1-methyl-1H-pyrazol-4-yl)-5-fluoro-6-phenylpicolinamide). Reaction SMILES: [F:1][C:2]1[CH:3]=[CH:4][C:5]([C:14]([NH:16][C:17]2[CH:18]=[N:19][N:20]([CH3:40])[C:21]=2[N:22]2[CH2:28][CH2:27][CH2:26][C@@H:25]([NH:29]C(=O)OCC3C=CC=CC=3)[CH2:24][CH2:23]2)=[O:15])=[N:6][C:7]=1[C:8]1[CH:13]=[CH:12][CH:11]=[CH:10][CH:9]=1.C1CC=CCC=1>[Pd].C(O)C>[NH2:29][C@@H:25]1[CH2:26][CH2:27][CH2:28][N:22]([C:21]2[N:20]([CH3:40])[N:19]=[CH:18][C:17]=2[NH:16][C:14](=[O:15])[C:5]2[CH:4]=[CH:3][C:2]([F:1])=[C:7]([C:8]3[CH:13]=[CH:12][CH:11]=[CH:10][CH:9]=3)[N:6]=2)[CH2:23][CH2:24]1. Procedure: In a 40 mL sealed vial was added (R)-benzyl 1-(4-(5-fluoro-6-phenylpicolinamido)-1-methyl-1H-pyrazol-5-yl)azepan-4-ylcarbamate (62 mg, 0.11 mmol), 1,4-cyclohexadiene (0.11 mL, 1.14 mmol) and ethanol (7 mL). 10% Pd/C (18.2 mg, 0.017 mmol) was added and the reaction vial was vacuum purged with nitrogen three times. The reaction mixture was then stirred at 95° C. under nitrogen for 2 h. After cooling down to room temperature, the reaction mixture was filtered through Celite and rinsed thoroughly wi... Reactants: P(OCCCl)(OCCCl)OCCCl (tri-(2-chloroethyl) phosphite), C1CO1 (ethylene oxide). Yields the product P(=O)(OCCCl)(OCCCl)OCCCl (tri-(2-chloroethyl) phosphate). As a reaction SMILES: [P:1]([O:10][CH2:11][CH2:12][Cl:13])([O:6][CH2:7][CH2:8][Cl:9])[O:2][CH2:3][CH2:4][Cl:5].C1[O:16]C1>>[P:1]([O:10][CH2:11][CH2:12][Cl:13])([O:6][CH2:7][CH2:8][Cl:9])([O:2][CH2:3][CH2:4][Cl:5])=[O:16]. Procedure: However, phosphorus trichloride can easily be oxidized by oxygen or oxygen-containing gases to phosphorus oxychloride. A slow, steady increase in the phosphorus oxychloride content can be observed during storage, transport and use of phosphorus trichloride. The phosphorus oxychloride lowers the quality of the phosphorus trichloride and necessarily leads to undesirable by-products during chemical processing, so that the desired end product is of lower quality and is obtained in a lesser yield. Fo... The reactants are methyl ester, C1CC2=C3C(=C4C(=C2)C=C(C(=O)O4)C(=O)O)CCCN3C1.COC(C(CCCC)N)=O (Coumarin 343 aminohexanoic acid-methyl ester), ClC(Cl)Cl (trichloromethane). The solvent is P(=O)([O-])([O-])[O-] (phosphate). Product: C1CC2=C3C(=C4C(=C2)C=C(C(=O)O4)C(=O)O)CCCN3C1.NC(C(=O)O)CCCC (Coumarin 343 aminohexanoic Acid). Reaction SMILES: [CH2:1]1[CH2:21][N:20]2[C:4]3[C:5]([CH2:17][CH2:18][CH2:19]2)=[C:6]2[O:13][C:11](=[O:12])[C:10]([C:14]([OH:16])=[O:15])=[CH:9][C:7]2=[CH:8][C:3]=3[CH2:2]1.C[O:23][C:24](=[O:31])[CH:25]([NH2:30])[CH2:26][CH2:27][CH2:28][CH3:29].ClC(Cl)Cl>P([O-])([O-])([O-])=O>[CH2:1]1[CH2:21][N:20]2[C:4]3[C:5]([CH2:17][CH2:18][CH2:19]2)=[C:6]2[O:13][C:11](=[O:12])[C:10]([C:14]([OH:16])=[O:15])=[CH:9][C:7]2=[CH:8][C:3]=3[CH2:2]1.[NH2:30][CH:25]([CH2:26][CH2:27][CH2:28][CH3:29])[C:24]([OH:31])=[O:23] |f:0.1,4.5|. Procedure: Coumarin 343-aminohexanoic acid-methyl ester (0.1 mmol) was dissolved in 200 ml phosphate buffer (10 mM, pH 7.0) and 20 mg esterase was added (EC 3.1.1.1.; Sigma No: E-3019). After stirring for three days at ambient conditions (room temperature) the methyl ester has been cleaved quantitatively. The product was isolated by extraction of the aqueous phase with trichloromethane. The separated organic phase was washed with H2O and brine (H2O saturated with NaCI). After drying over magnesium sulfate ...